This data is from the Open Reaction Database (ORD), a public repository of structured organic reaction records. The task is: describe an organic reaction: reactants, conditions, products, and yield Starting materials: NC1=C(C(=O)NCC2=CC=C(C=C2)OC)C=CC=N1 (2-Amino-N-(4-methoxybenzyl)nicotinamide), CC[O-].[Na+] (sodium ethylate), N1=CC=CC=C1 (pyridine), ClC(=O)OCC (ethyl chloroformate), O (water). Product: O=C1NC2=CC=CC=C2C(N1C(C(=O)OCC)(C)C)=O (Ethyl 2-(2,4-dioxo-1,2,3,4-tetrahydroquinazolin-3-yl)isobutyrate). The yield is 85.0%. As a reaction SMILES: [NH2:1][C:2]1[N:19]=[CH:18][CH:17]=[CH:16][C:3]=1[C:4](NCC1C=CC(OC)=CC=1)=O.Cl[C:21]([O:23][CH2:24][CH3:25])=[O:22].[OH2:26].[CH3:27][CH2:28][O-:29].[Na+].N1C=C[CH:34]=[CH:33][CH:32]=1>>[O:26]=[C:2]1[N:1]([C:33]([CH3:34])([CH3:32])[C:21]([O:23][CH2:24][CH3:25])=[O:22])[C:28](=[O:29])[C:27]2[C:18](=[CH:17][CH:16]=[CH:3][CH:4]=2)[NH:19]1 |f:3.4|. Procedure: (Method 2) Ethyl 2-(2-aminobenzamide)isobutyrate (6.98 g, 27.9 mmol) obtained in Reference Example 19 was dissolved in pyridine (30 ml) and treated dropwise with ethyl chloroformate (2.94 ml, 30.7 mmol) with cooling on ice and stirring. The reaction mixture was stirred at room temperature for 2 hours, combined with water and then extracted with ethyl acetate. The extract was washed with an aqueous solution of potassium hydrogen sulfate followed by saturated brine, and dried (MgSO4), and then the... Reactants: [OH-].[K+] (potassium hydroxide), O.Cl.N1CCC(CC1)=O (4-piperidone hydrochloride monohydrate), O (water), FC1=CC=C(C(=O)NC=2C=C3C(=CNC3=CC2)C2CCNCC2)C=C1 (5-(4-fluorobenzoyl)amino-3-(piperidin-4-yl)-1H-indole). Run in CO (methanol). Reaction conditions: temperature 20 celsius. The product is FC1=CC=C(C(=O)NC=2C=C3C(=CNC3=CC2)C=2CCNCC2)C=C1 (5-(4-fluorobenzoyl)amino-3-(1,2,3,6-tetrahydropyridin-4-yl)-1H-indole). The yield is 46.9%. Reaction SMILES: [OH-].[K+].O.Cl.N1CCC(=O)CC1.[F:12][C:13]1[CH:36]=[CH:35][C:16]([C:17]([NH:19][C:20]2[CH:21]=[C:22]3[C:26](=[CH:27][CH:28]=2)[NH:25][CH:24]=[C:23]3[CH:29]2[CH2:34][CH2:33][NH:32][CH2:31][CH2:30]2)=[O:18])=[CH:15][CH:14]=1.O>CO>[F:12][C:13]1[CH:14]=[CH:15][C:16]([C:17]([NH:19][C:20]2[CH:21]=[C:22]3[C:26](=[CH:27][CH:28]=2)[NH:25][CH:24]=[C:23]3[C:29]2[CH2:34][CH2:33][NH:32][CH2:31][CH:30]=2)=[O:18])=[CH:35][CH:36]=1 |f:0.1,2.3.4|. Reported procedure: To a solution of 5.8 gm (90 mMol) potassium hydroxide in 75 mL methanol were added 9.22 gm (60 mMol) 4-piperidone hydrochloride monohydrate followed by 7.8 gm (30 mMol) 5-(4-fluorobenzoyl)amino-3-(piperidin-4-yl)-1H-indole (Example 182A). This solution was stirred at reflux for 18 hours. The reaction mixture was cooled to ambient and then poured slowly into 150 mL water, maintaining the temperature of the solution at about 20° C. The resulting precipitate was filtered and recrystallized from eth... Starting materials: CSCCC(NC(=O)OCc1ccccc1)C(=O)O, CC(C)C1CC(O[Si](C)(C)C(C)(C)C)CCC1N, CN1CCOCC1, CN(C)C=O. The product is CSCCC(NC(=O)OCc1ccccc1)C(=O)NC1CCC(O[Si](C)(C)C(C)(C)C)CC1C(C)C. Reaction SMILES: [C:19](=[O:20])([O:21][CH2:22][c:23]1[cH:24][cH:25][cH:26][cH:27][cH:28]1)[NH:29][CH:30]([CH2:31][CH2:32][S:33][CH3:34])[C:35](=[O:36])[OH:37].[C:1]([CH3:2])([CH3:3])([CH3:4])[Si:5]([O:6][CH:7]1[CH2:8][CH:9]([CH:14]([CH3:15])[CH3:16])[CH:10]([NH2:13])[CH2:11][CH2:12]1)([CH3:17])[CH3:18].[CH3:38][N:39]1[CH2:40][CH2:41][O:42][CH2:43][CH2:44]1.[O:45]=[CH:46][N:47]([CH3:48])[CH3:49]>>[C:1]([CH3:2])([CH3:3])([CH3:4])[Si:5]([O:6][CH:7]1[CH2:8][CH:9]([CH:14]([CH3:15])[CH3:16])[CH:10]([NH:13][C:35]([CH:30]([NH:29][C:19](=[O:20])[O:21][CH2:22][c:23]2[cH:24][cH:25][cH:26][cH:27][cH:28]2)[CH2:31][CH2:32][S:33][CH3:34])=[O:36])[CH2:11][CH2:12]1)([CH3:17])[CH3:18]. The reactants are CC(C)(C)[Si](C)(C)Oc1ccc2cc(CO)[nH]c2c1, CS(=O)(=O)Cl, [N-]=[N+]=[N-], [Na+], CN(C)C=O. The product is CC(C)(C)[Si](C)(C)Oc1ccc2cc(CN=[N+]=[N-])[nH]c2c1. As a reaction SMILES: [C:1]([CH3:2])([CH3:3])([CH3:4])[Si:5]([O:6][c:7]1[cH:8][cH:9][c:10]2[cH:11][c:12]([CH2:16][OH:17])[nH:13][c:14]2[cH:15]1)([CH3:18])[CH3:19].[CH3:20][S:21](=[O:22])(=[O:23])[Cl:24].[N-:25]=[N+:26]=[N-:27].[Na+:28].[O:29]=[CH:30][N:31]([CH3:32])[CH3:33]>>[C:1]([CH3:2])([CH3:3])([CH3:4])[Si:5]([O:6][c:7]1[cH:8][cH:9][c:10]2[cH:11][c:12]([CH2:16][N:25]=[N+:26]=[N-:27])[nH:13][c:14]2[cH:15]1)([CH3:18])[CH3:19]. Reactants: OC1CCN(CC1)C(=O)N1CC(CC(C1)C1=CC=C(C=C1)OC(F)(F)F)C(=O)O (1-[(4-Hydroxypiperidin-1-yl)carbonyl]-5-[4-(trifluoromethoxy)phenyl]piperidine-3-carboxylic acid), ON=C(N)C1CC1 (N′-hydroxycyclopropanecarboximidamide). The product is C1(CC1)C1=NOC(=N1)C1CN(CC(C1)C1=CC=C(C=C1)OC(F)(F)F)C(=O)N1CCC(CC1)O ({3-(3-Cyclopropyl-1,2,4-oxadiazol-5-yl)-5-[4-(trifluoromethoxy)phenyl]piperidin-1-yl}(4-hydroxypiperidin-1-yl)methanone). As a reaction SMILES: [OH:1][CH:2]1[CH2:7][CH2:6][N:5]([C:8]([N:10]2[CH2:15][CH:14]([C:16]3[CH:21]=[CH:20][C:19]([O:22][C:23]([F:26])([F:25])[F:24])=[CH:18][CH:17]=3)[CH2:13][CH:12]([C:27](O)=[O:28])[CH2:11]2)=[O:9])[CH2:4][CH2:3]1.O[N:31]=[C:32]([CH:34]1[CH2:36][CH2:35]1)[NH2:33]>>[CH:34]1([C:32]2[N:33]=[C:27]([CH:12]3[CH2:13][CH:14]([C:16]4[CH:17]=[CH:18][C:19]([O:22][C:23]([F:26])([F:25])[F:24])=[CH:20][CH:21]=4)[CH2:15][N:10]([C:8]([N:5]4[CH2:4][CH2:3][CH:2]([OH:1])[CH2:7][CH2:6]4)=[O:9])[CH2:11]3)[O:28][N:31]=2)[CH2:36][CH2:35]1. Procedure: 200 mg (0.480 mmol) of the compound from Example 63A and 96 mg (0.961 mmol) of N′-hydroxycyclopropanecarboximidamide were reacted according to the General Method 2. Yield: 130 mg (56% of theory). Starting materials: [H-].COCCO[Al+]OCCOC.[Na+].[H-] (Sodium bis(2-methoxyethoxy)aluminum hydride), C(C)C(CC)(C1=CC(=C(C=C1)C#CC1(CCCC1)O)C)C1=CC(=C(C=C1)O)C (4-{1-ethyl-1-[4-(1-hydroxy-cyclopentylethynyl)-3-methyl-phenyl]-propyl}-2-methyl-phenol). The solvent is C(C)(=O)OCC (ethyl acetate), O1CCCC1 (tetrahydrofuran), [Cl-].[Na+].O (Brine). Run at time 4 hour. Product: C(C)C(CC)(C1=CC(=C(C=C1)\C=C\C1(CCCC1)O)C)C1=CC(=C(C=C1)O)C (4-(1-ethyl-1-{4-[(E)-2-(1-hydroxy-cyclopentyl)-vinyl]-3-methyl-phenyl}-propyl)-2-methyl-phenol). The yield is 92.8%. As a reaction SMILES: [H-].COCCO[Al+]OCCOC.[Na+].[H-].[CH2:15]([C:17]([C:35]1[CH:40]=[CH:39][C:38]([OH:41])=[C:37]([CH3:42])[CH:36]=1)([C:20]1[CH:25]=[CH:24][C:23]([C:26]#[C:27][C:28]2([OH:33])[CH2:32][CH2:31][CH2:30][CH2:29]2)=[C:22]([CH3:34])[CH:21]=1)[CH2:18][CH3:19])[CH3:16]>O1CCCC1.C(OCC)(=O)C.[Cl-].[Na+].O>[CH2:15]([C:17]([C:35]1[CH:40]=[CH:39][C:38]([OH:41])=[C:37]([CH3:42])[CH:36]=1)([C:20]1[CH:25]=[CH:24][C:23](/[CH:26]=[CH:27]/[C:28]2([OH:33])[CH2:32][CH2:31][CH2:30][CH2:29]2)=[C:22]([CH3:34])[CH:21]=1)[CH2:18][CH3:19])[CH3:16] |f:0.1.2.3,7.8.9|. Procedure: Sodium bis(2-methoxyethoxy)aluminum hydride (3.33 M solution in toluene, 6.7 mL, 22.3 mmol) was added to a solution of 4-{1-ethyl-1-[4-(1-hydroxy-cyclopentylethynyl)-3-methyl-phenyl]-propyl}-2-methyl-phenol (Example 32-(1); 2.8 g, 7.4 mmol) in tetrahydrofuran (37 mL) at 0° C., and the mixture was stirred at the same temperature for four hours. The reaction mixture was diluted with ethyl acetate. Brine and celite were added, and the mixture was stirred at room temperature for 30 minutes. The orga... Starting materials: O=C[C@H](O)[C@@H](O)[C@H](O)[C@H](O)CO (D-glucose), C(CCCCCCCCCCCCCCCCC)N (octadecylamine), O (water). The solvent is CC(C)O (2-propanol). Run at time 8 hour. Product: C1([C@H](O)[C@@H](O)[C@H](O)[C@H](O1)CO)N(C(CCCCCCC\C=C/CCCCCCCC)=O)CCCCCCCCCCCCCCCCCC (N-Glucopyranosyl-N-octadecyl-oleic acid amide). As a reaction SMILES: O=[CH:2][C@@H:3]([C@H:5]([C@@H:7]([C@@H:9]([CH2:11][OH:12])[OH:10])[OH:8])[OH:6])[OH:4].[CH2:13]([NH2:31])[CH2:14][CH2:15][CH2:16][CH2:17][CH2:18][CH2:19][CH2:20][CH2:21][CH2:22][CH2:23][CH2:24][CH2:25][CH2:26][CH2:27][CH2:28][CH2:29][CH3:30].[OH2:32]>CC(O)C>[CH:2]1([N:31]([CH2:30][CH2:29][CH2:28][CH2:27][CH2:26][CH2:25][CH2:24][CH2:23][CH2:22][CH2:21][CH2:20][CH2:19][CH2:18][CH2:17][CH2:16][CH2:15][CH2:14][CH3:13])[C:13](=[O:32])[CH2:14][CH2:15][CH2:16][CH2:17][CH2:18][CH2:19][CH2:20]/[CH:21]=[CH:22]\[CH2:23][CH2:24][CH2:25][CH2:26][CH2:27][CH2:28][CH2:29][CH3:30])[O:10][C@H:9]([CH2:11][OH:12])[C@@H:7]([OH:8])[C@H:5]([OH:6])[C@H:3]1[OH:4]. Procedure details: 90 g of D-glucose and 135 g of octadecylamine were heated at 50° C. in 1,000 ml of 2-propanol and 500 ml of water, with stirring, until a clear solution was formed. The solution was then left at room temperature overnight. The product was now filtered off with suction, washed with alcohol and ether, dried and, finally, recrystallized from ethanol/THF. 10 g of this N-octadecyl-β-D-glucopyranosylamine were suspended in 80 ml of THF and, after addition of 10 g of sodium carbonate, 7 g of oleoyl chl...